This data is from the Open Reaction Database (ORD), a public repository of structured organic reaction records. The task is: describe an organic reaction: reactants, conditions, products, and yield Starting materials: OC=1C=C(C=C(C1)C(F)(F)F)CC(=O)O ([3-hydroxy-5-(trifluoromethyl)phenyl]acetic acid), C(C)S(=O)(=O)C1=CC(=C(C=C1)F)F (3,4-difluorophenyl ethyl sulfone). Product: C(C)S(=O)(=O)C1=CC(=C(OC=2C=C(C=C(C2)C(F)(F)F)CC(=O)O)C=C1)F ([3-[4-(ethylsulfonyl)-2-fluorophenoxy]-5-(trifluoromethyl)phenyl]acetic acid). Reaction SMILES: [OH:1][C:2]1[CH:3]=[C:4]([CH2:12][C:13]([OH:15])=[O:14])[CH:5]=[C:6]([C:8]([F:11])([F:10])[F:9])[CH:7]=1.[CH2:16]([S:18]([C:21]1[CH:26]=[CH:25][C:24](F)=[C:23]([F:28])[CH:22]=1)(=[O:20])=[O:19])[CH3:17]>>[CH2:16]([S:18]([C:21]1[CH:26]=[CH:25][C:24]([O:1][C:2]2[CH:3]=[C:4]([CH2:12][C:13]([OH:15])=[O:14])[CH:5]=[C:6]([C:8]([F:9])([F:10])[F:11])[CH:7]=2)=[C:23]([F:28])[CH:22]=1)(=[O:19])=[O:20])[CH3:17]. Procedure details: The title compound was prepared as described in example 2 step (iii) but instead using the product from example 25 step (iv) and the product from example 10 step (ii). The reactants are C(Cl)Cl (CH2Cl2), C(C)(C)(C)NS(=O)(=O)C1=CC=C(S1)B(O)O (5-(N-tert-butylsulfamoyl)thiophen-2-ylboronic acid), BrC1=NC=C(C(=N1)NC1=NNC(=C1)C1CC1)Br (2,5-dibromo-N-(5-cyclopropyl-1H-pyrazol-3-yl)pyrimidin-4-amine), C(=O)([O-])[O-].[Na+].[Na+] (Na2CO3). The reagents and catalysts are C1=CC=C(C=C1)P([C-]2C=CC=C2)C3=CC=CC=C3.C1=CC=C(C=C1)P([C-]2C=CC=C2)C3=CC=CC=C3.Cl[Pd]Cl.[Fe+2] (Pd(dppf)Cl2). The solvent is O1CCOCC1 (dioxane). Conditions: temperature 90 celsius. Yields the product BrC=1C(=NC(=NC1)C1=CC=C(S1)S(=O)(=O)NC(C)(C)C)NC1=NNC(=C1)C1CC1 (5-(5-bromo-4-(5-cyclopropyl-1H-pyrazol-3-ylamino)pyrimidin-2-yl)-N-tert-butylthiophene-2-sulfonamide). Isolated yield 57.4%. Reaction SMILES: C(Cl)Cl.[C:4]([NH:8][S:9]([C:12]1[S:16][C:15](B(O)O)=[CH:14][CH:13]=1)(=[O:11])=[O:10])([CH3:7])([CH3:6])[CH3:5].Br[C:21]1[N:26]=[C:25]([NH:27][C:28]2[CH:32]=[C:31]([CH:33]3[CH2:35][CH2:34]3)[NH:30][N:29]=2)[C:24]([Br:36])=[CH:23][N:22]=1.C([O-])([O-])=O.[Na+].[Na+]>O1CCOCC1.C1C=CC(P(C2C=CC=CC=2)[C-]2C=CC=C2)=CC=1.C1C=CC(P(C2C=CC=CC=2)[C-]2C=CC=C2)=CC=1.Cl[Pd]Cl.[Fe+2]>[Br:36][C:24]1[C:25]([NH:27][C:28]2[CH:32]=[C:31]([CH:33]3[CH2:35][CH2:34]3)[NH:30][N:29]=2)=[N:26][C:21]([C:15]2[S:16][C:12]([S:9]([NH:8][C:4]([CH3:7])([CH3:6])[CH3:5])(=[O:11])=[O:10])=[CH:13][CH:14]=2)=[N:22][CH:23]=1 |f:3.4.5,7.8.9.10|. Reported procedure: The mixture of Pd(dppf)Cl2.CH2Cl2 (457 mg, 0.56 mmol, 0.1 eq), 5-(N-tert-butylsulfamoyl)thiophen-2-ylboronic acid (2.95 g, 11.2 mmol, 2.0 eq), 2,5-dibromo-N-(5-cyclopropyl-1H-pyrazol-3-yl)pyrimidin-4-amine (2 g, 5.6 mmol, 1.0 eq) and saturate Na2CO3 (5 mL) in dioxane (30 mL) was heated to 90° C. for 1 h under nitrogen atmosphere. The reaction mixture was cooled to room temperature, and extracted with THF. The combined layers were evaporated and residue purified by silica gel chromatography (EtOA... Starting materials: CC(N)c1ccc(Br)cc1, CC(=O)O[BH-](OC(C)=O)OC(C)=O, ClCCCl, ClCCl, [Na+], O=Cc1cccnc1. Yields the product CC(NCc1cccnc1)c1ccc(Br)cc1. As a reaction SMILES: [Br:1][c:2]1[cH:3][cH:4][c:5]([CH:6]([CH3:7])[NH2:8])[cH:9][cH:10]1.[C:19]([O:20][BH-:21]([O:22][C:23](=[O:24])[CH3:25])[O:26][C:27](=[O:28])[CH3:29])(=[O:30])[CH3:31].[Cl:33][CH2:34][CH2:35][Cl:36].[Cl:37][CH2:38][Cl:39].[Na+:32].[n:11]1[cH:12][c:13]([CH:17]=[O:18])[cH:14][cH:15][cH:16]1>>[Br:1][c:2]1[cH:3][cH:4][c:5]([CH:6]([CH3:7])[NH:8][CH2:17][c:13]2[cH:12][n:11][cH:16][cH:15][cH:14]2)[cH:9][cH:10]1. Starting materials: CS(=O)(=O)C1=C(C=CC=C1)C1=CC=C(C=C1)NC(C(C1=CC=CC=C1)OC1=CC(=CC=C1)C1=NOC(=N1)C)=O (N-(2′-methanesulfonylbiphenyl-4-yl)-2-[3-(5-methyl-[1,2,4]oxadiazol-3-yl)phenoxy]-2-phenylacetamide), O (water), C(C)(=O)O (acetic acid). The solvent is CO (methanol). Run at time 18 hour. Product: C(C)(=O)O.C(N)(=N)C=1C=C(OC(C(=O)NC2=CC=C(C=C2)C2=C(C=CC=C2)S(=O)(=O)C)C2=CC=CC=C2)C=CC1 (2-(3-Carbamimidoylphenoxy)-N-(2′-methanesulfonylbiphenyl-4-yl)-2-phenylacetamide acetate). RXN SMILES: [CH3:1][S:2]([C:5]1[CH:10]=[CH:9][CH:8]=[CH:7][C:6]=1[C:11]1[CH:16]=[CH:15][C:14]([NH:17][C:18](=[O:39])[CH:19]([O:26][C:27]2[CH:32]=[CH:31][CH:30]=[C:29]([C:33]3[N:37]=C(C)O[N:34]=3)[CH:28]=2)[C:20]2[CH:25]=[CH:24][CH:23]=[CH:22][CH:21]=2)=[CH:13][CH:12]=1)(=[O:4])=[O:3].O.[C:41]([OH:44])(=[O:43])[CH3:42]>CO>[C:41]([OH:44])(=[O:43])[CH3:42].[C:33]([C:29]1[CH:28]=[C:27]([CH:32]=[CH:31][CH:30]=1)[O:26][CH:19]([C:20]1[CH:25]=[CH:24][CH:23]=[CH:22][CH:21]=1)[C:18]([NH:17][C:14]1[CH:13]=[CH:12][C:11]([C:6]2[CH:7]=[CH:8][CH:9]=[CH:10][C:5]=2[S:2]([CH3:1])(=[O:4])=[O:3])=[CH:16][CH:15]=1)=[O:39])(=[NH:34])[NH2:37] |f:4.5|. Procedure details: A solution of 150 mg (0.278 mmol) of N-(2′-methanesulfonylbiphenyl-4-yl)-2-[3-(5-methyl-[1,2,4]oxadiazol-3-yl)phenoxy]-2-phenylacetamide in 7 ml of methanol is treated with 100 mg of water-moist Raney nickel and 70 mg of acetic acid and hydrogenated for 18 hours at room temperature and normal pressure. The reaction mixture is filtered, the filtrate is evaporated and the residue is stirred with diethyl ether. A colourless solid is obtained; FAB 500 Reactants: NC1=C2N=CN(C2=NC(=N1)Cl)CC1=CC=CC=C1 (6-Amino-9-benzyl-2-chloropurine), C(C(C)C)N (isobutylamine), [OH-].[Na+] (sodium hydroxide). Solvent: C(CCC)O (1-butanol). Conditions: temperature 100 celsius. Yields the product NC1=C2N=CN(C2=NC(=N1)NCC(C)C)CC1=CC=CC=C1 (6-Amino-9-benzyl-2-(isobutylamino)purine). Yield: 78.0%. As a reaction SMILES: [NH2:1][C:2]1[N:10]=[C:9](Cl)[N:8]=[C:7]2[C:3]=1[N:4]=[CH:5][N:6]2[CH2:12][C:13]1[CH:18]=[CH:17][CH:16]=[CH:15][CH:14]=1.[CH2:19]([NH2:23])[CH:20]([CH3:22])[CH3:21].[OH-].[Na+]>C(O)CCC>[NH2:1][C:2]1[N:10]=[C:9]([NH:23][CH2:19][CH:20]([CH3:22])[CH3:21])[N:8]=[C:7]2[C:3]=1[N:4]=[CH:5][N:6]2[CH2:12][C:13]1[CH:18]=[CH:17][CH:16]=[CH:15][CH:14]=1 |f:2.3|. Reported procedure: 6-Amino-9-benzyl-2-chloropurine (100 mg, 0.385 mmol) and isobutylamine (288 mg, 3.85 mmol) suspended in 1-butanol (10 ml) were heated at 100° C. for 10 hours in autoclave. The reaction mixture was condensed in vacuo. To the residue was added 1N aqueous sodium hydroxide and the solution was extracted with chloroform. The organic layer was dried on sodium sulfate, filtered and the solvent in the filtrate was evaporated in vacuo. The residue was purified with silica gel chromatography (2% methanol/... Reactants: C[O-], CO, Oc1ccc(CCl)c2cccnc12, Cl, [Na+]. As a reaction SMILES: [CH3:15][O-:16].[CH3:18][OH:19].[Cl:2][CH2:3][c:4]1[c:5]2[cH:6][cH:7][cH:8][n:9][c:10]2[c:11]([OH:14])[cH:12][cH:13]1.[ClH:1].[Na+:17]>>[CH2:3]([c:4]1[c:5]2[cH:6][cH:7][cH:8][n:9][c:10]2[c:11]([OH:14])[cH:12][cH:13]1)[O:16][CH3:15]. Yields the product COCc1ccc(O)c2ncccc12. As a reaction SMILES: [CH3:1][C:2]1[C:6]([NH:7][C:8]([O:10][C@@H:11]([C:13]2[CH:18]=[CH:17][CH:16]=[CH:15][CH:14]=2)[CH3:12])=[O:9])=[C:5]([C:19]2[CH:24]=[CH:23][C:22]([C:25]3[CH:30]=[CH:29][C:28]([C:31]4([C:34]([OH:36])=[O:35])[CH2:33][CH2:32]4)=[CH:27][CH:26]=3)=[CH:21][CH:20]=2)[O:4][N:3]=1.C1(C(O)C)C=CC=CC=1>>[CH3:1][C:2]1[C:6]([NH:7][C:8]([O:10][CH:11]([C:13]2[CH:14]=[CH:15][CH:16]=[CH:17][CH:18]=2)[CH3:12])=[O:9])=[C:5]([C:19]2[CH:24]=[CH:23][C:22]([C:25]3[CH:26]=[CH:27][C:28]([C:31]4([C:34]([OH:36])=[O:35])[CH2:33][CH2:32]4)=[CH:29][CH:30]=3)=[CH:21][CH:20]=2)[O:4][N:3]=1. Starting materials: CC1=NOC(=C1NC(=O)O[C@H](C)C1=CC=CC=C1)C1=CC=C(C=C1)C1=CC=C(C=C1)C1(CC1)C(=O)O (1-{4′-[3-Methyl-4-((R)-1-phenyl-ethoxycarbonylamino)-isoxazol-5-yl]-biphenyl-4-yl}-cyclopropanecarboxylic acid), C1(=CC=CC=C1)C(C)O (racemic 1-phenylethyl alcohol). Reported procedure: Prepared according to the procedure described in Example 1 for Compound 1 but using racemic 1-phenylethyl alcohol in place of (R)-(+)-1-phenylethyl alcohol. Product: CC1=NOC(=C1NC(=O)OC(C)C1=CC=CC=C1)C1=CC=C(C=C1)C1=CC=C(C=C1)C1(CC1)C(=O)O (1-{4′-[3-Methyl-4-(1-phenyl-ethoxycarbonylamino)-isoxazol-5-yl]-biphenyl-4-yl}-cyclopropanecarboxylic acid).